From a dataset of the Open Reaction Database (ORD), a public repository of structured organic reaction records. describe an organic reaction: reactants, conditions, products, and yield Starting materials: Cl (Hydrochloric acid), COC=1C=C(C=CC1OC)/C(/C#N)=C/C=1NC=CC1 ((Z)-2-(3,4-dimethoxy-phenyl)-3-(1H-pyrrol-2-yl)-acrylonitrile). Run in C(C)#N (acetonitrile). Reaction conditions: time 2.5 hour. The product is Cl.COC=1C=C(C=CC1OC)/C(/C#N)=C/C=1NC=CC1 ((Z)-2-(3,4-dimethoxy-phenyl)-3-(1H-pyrrol-2-yl)-acrylonitrile hydrochloride). The yield is 88.0%. RXN SMILES: [ClH:1].[CH3:2][O:3][C:4]1[CH:5]=[C:6](/[C:12](=[CH:15]/[C:16]2[NH:17][CH:18]=[CH:19][CH:20]=2)/[C:13]#[N:14])[CH:7]=[CH:8][C:9]=1[O:10][CH3:11]>C(#N)C>[ClH:1].[CH3:2][O:3][C:4]1[CH:5]=[C:6](/[C:12](=[CH:15]/[C:16]2[NH:17][CH:18]=[CH:19][CH:20]=2)/[C:13]#[N:14])[CH:7]=[CH:8][C:9]=1[O:10][CH3:11] |f:3.4|. Procedure: 0.1N Hydrochloric acid (4.3 mL) was added to Compound 39 (100 mg), and acetonitrile (20 mL) was added to the mixture, to thereby dissolve the mixture. The solution was stirred in the dark at room temperature for 2.5 hours, and the solvent was evaporated to dryness. The precipitated crystals were thoroughly dried, to thereby yield the target product (yield: 100 mg, 88%). Reactants: CC(C)S(=O)(=O)Cl (2-Propanesulphonyl chloride), FC1=CC=C2C(C(=CN(C2=C1)C)O)=O (7-fluoro-3-hydroxy-1-methyl-4quinolone), CC(C)S(=O)(=O)Cl (2-propanesulphonyl chloride), ClCCl (dichloromethane). The solvent is C(C)N(CC)CC (triethylamine), C(C)N(CC)CC (triethylamine). Conditions: time 24 hour. Yields the product CC(C)S(=O)(=O)OC1=CN(C2=CC(=CC=C2C1=O)F)C (7-fluoro-1-methyl-4-oxo-1,4-dihydroquinol-3-yl 2-propanesulphonate). Reaction SMILES: [CH3:1][CH:2]([S:4](Cl)(=[O:6])=[O:5])[CH3:3].[F:8][C:9]1[CH:18]=[C:17]2[C:12]([C:13](=[O:21])[C:14]([OH:20])=[CH:15][N:16]2[CH3:19])=[CH:11][CH:10]=1.ClCCl>C(N(CC)CC)C>[CH3:1][CH:2]([S:4]([O:20][C:14]1[C:13](=[O:21])[C:12]2[C:17](=[CH:18][C:9]([F:8])=[CH:10][CH:11]=2)[N:16]([CH3:19])[CH:15]=1)(=[O:6])=[O:5])[CH3:3]. Procedure: 2-Propanesulphonyl chloride (1.74 ml) was added to a stirred mixture of 7-fluoro-3-hydroxy-1-methyl-4quinolone (3.0 g), obtained as described in Example 3 a-f, triethylamine (4.35 ml) and dry dichloromethane (180 ml) and the mixture stirred at ambient temperature for 24 hours. Further quantities of 2-propanesulphonyl chloride (1.75 ml then 1 ml) and triethylamine (4.35 ml then 2.5 ml) were added after stirring for 24 hours and 48 hours respectively. After stirring for a further 24 hours, the mix... Starting materials: C1=CC=CC=2C3=CC=CC=C3C(C12)COC(=O)N(C)[C@@H](C(=O)O)CC1=CC2=CC=CC=C2C=C1 ((2R)-2-[N-(9H-fluoren-9-ylmethoxycarbonyl)-N-methylamino]-3-naphthalen-2-ylpropionic acid), ON1N=NC2=C1N=CC=C2 (1-hydroxy-7-azabenzotriazole), Cl.C(C)N=C=NCCCN(C)C (1-ethyl-3-(3-dimethylaminopropyl)carbodiimide hydrochloride), C(C)(C)(C)OC(=O)N(NC([C@@H](CC1=CC=CC=C1)NC)=O)C (N-methyl-N'-((2R)-2-(methylamino)-3-phenylpropionyl)hydrazinecarboxylic acid tert-butyl ester), C(C)(C)N(CC)C(C)C (diisopropylethylamine). Solvent: C(Cl)Cl (methylene chloride), C(Cl)Cl (methylene chloride). Conditions: temperature 0 celsius, time 8 hour. Yields the product C(C)(C)(C)OC(=O)N(NC([C@@H](CC1=CC=CC=C1)N(C)C([C@@H](CC1=CC2=CC=CC=C2C=C1)N(C)C(=O)OCC1C2=CC=CC=C2C=2C=CC=CC12)=O)=O)C (N'-[(2R)-2-(N-((2R)-2-[N-(((9H-fluoren-9-yl)methoxy)carbonyl)-N-methylamino]-3-(2-naphthyl)propionyl)-N-methylamino)-3-phenylpropionyl]-N-methylhydrazinecarboxylic acid tert-butyl ester). Yield: 64.4%. RXN SMILES: [CH:1]1[C:13]2[CH:12]([CH2:14][O:15][C:16]([N:18]([C@H:20]([CH2:24][C:25]3[CH:34]=[CH:33][C:32]4[C:27](=[CH:28][CH:29]=[CH:30][CH:31]=4)[CH:26]=3)[C:21](O)=[O:22])[CH3:19])=[O:17])[C:11]3[C:6](=[CH:7][CH:8]=[CH:9][CH:10]=3)[C:5]=2[CH:4]=[CH:3][CH:2]=1.ON1C2N=CC=CC=2N=N1.Cl.C(N=C=NCCCN(C)C)C.[C:57]([O:61][C:62]([N:64]([CH3:78])[NH:65][C:66](=[O:77])[C@H:67]([NH:75][CH3:76])[CH2:68][C:69]1[CH:74]=[CH:73][CH:72]=[CH:71][CH:70]=1)=[O:63])([CH3:60])([CH3:59])[CH3:58].C(N(C(C)C)CC)(C)C>C(Cl)Cl>[C:57]([O:61][C:62]([N:64]([CH3:78])[NH:65][C:66](=[O:77])[C@H:67]([N:75]([C:21](=[O:22])[C@H:20]([N:18]([C:16]([O:15][CH2:14][CH:12]1[C:13]2[CH:1]=[CH:2][CH:3]=[CH:4][C:5]=2[C:6]2[C:11]1=[CH:10][CH:9]=[CH:8][CH:7]=2)=[O:17])[CH3:19])[CH2:24][C:25]1[CH:34]=[CH:33][C:32]2[C:27](=[CH:28][CH:29]=[CH:30][CH:31]=2)[CH:26]=1)[CH3:76])[CH2:68][C:69]1[CH:70]=[CH:71][CH:72]=[CH:73][CH:74]=1)=[O:63])([CH3:58])([CH3:60])[CH3:59] |f:2.3|. Procedure details: To a solution of (2R)-2-[N-(9H-fluoren-9-ylmethoxycarbonyl)-N-methylamino]-3-naphthalen-2-ylpropionic acid (0.6 g, 1.33 mmol) in methylene chloride (10 ml) was added 1-hydroxy-7-azabenzotriazole (0.18 g, 1.33 mmol) and 1-ethyl-3-(3-dimethylaminopropyl)carbodiimide hydrochloride (0.25 g, 1.33 mmol) and the mixture was cooled to 0° C. Then N-methyl-N'-((2R)-2-(methylamino)-3-phenylpropionyl)hydrazinecarboxylic acid tert-butyl ester (0.34 g, 1.11 mmol) and diisopropylethylamine (0.25 ml, 1.44 mmol)...